Task: describe an organic reaction: reactants, conditions, products, and yield. Dataset: the Open Reaction Database (ORD), a public repository of structured organic reaction records Starting materials: C(C)[C@]12C3(CC[C@H]2[C@H]2[C@H](CC1)C=1CC=C(CC1CC2)OC)OCCO3 (13β-ethyl-3-methoxy-17,17-ethylenedioxy-gona-2,5(10)-diene), CCOCC (ether), C([O-])(O)=O.[Na+] (sodium bicarbonate). The solvent is C(C)(=O)O (acetic acid), O (water). Yields the product C(C)[C@]12C(CC[C@H]2[C@H]2[C@H](CC1)[C@H]1CCC(C=C1CC2)=O)=O (13β-Ethyl-gon-4-en-3,17-dione). The yield is 12.0%. RXN SMILES: [CH2:1]([C@:3]12[CH2:11][CH2:10][C@@H:9]3[C:12]4[CH2:13][CH:14]=[C:15]([O:20]C)[CH2:16][C:17]=4[CH2:18][CH2:19][C@H:8]3[C@@H:7]1[CH2:6][CH2:5][C:4]12OCC[O:22]1)[CH3:2].C(=O)(O)[O-].[Na+].CCOCC>C(O)(=O)C.O>[CH2:1]([C@:3]12[CH2:11][CH2:10][C@@H:9]3[C@@H:12]4[C:17]([CH2:18][CH2:19][C@H:8]3[C@@H:7]1[CH2:6][CH2:5][C:4]2=[O:22])=[CH:16][C:15](=[O:20])[CH2:14][CH2:13]4)[CH3:2] |f:1.2|. Procedure details: Heat 13β-ethyl-3-methoxy-17,17-ethylenedioxy-gona-2,5(10)-diene (0.1 g.) in glacial acetic acid (2.5 cc.) and water (1 cc.) on a steam bath for 20 minutes, bring finally to boiling and allow to cool. Add aqueous sodium bicarbonate to neutralize the solution and ether extract the product. Wash, dry and evaporate the ether extracts to furnish a residue (0.065 g.); crystallize from a mixture of acetone and light petroleum to obtain the title compound (0.01 g.), m.p. 154°-5°; ultraviolet absorption ... Starting materials: hydrochloride salt, N (NH3), ON=C(C1=CN=CC=C1)Cl (N-Hydroxynicotinimidoyl chloride), C(#C)C1=CC(=C(C=C1)F)C (4-ethynyl-1-fluoro-2-methylbenzene). Yields the product FC1=C(C=C(C=C1)C1=CC(=NO1)C=1C=NC=CC1)C (5-(4-Fluoro-3-methylphenyl)-3-(pyridin-3-yl)isoxazole). As a reaction SMILES: [OH:1][N:2]=[C:3](Cl)[C:4]1[CH:9]=[CH:8][CH:7]=[N:6][CH:5]=1.[C:11]([C:13]1[CH:18]=[CH:17][C:16]([F:19])=[C:15]([CH3:20])[CH:14]=1)#[CH:12].N>>[F:19][C:16]1[CH:17]=[CH:18][C:13]([C:11]2[O:1][N:2]=[C:3]([C:4]3[CH:5]=[N:6][CH:7]=[CH:8][CH:9]=3)[CH:12]=2)=[CH:14][C:15]=1[CH3:20]. Procedure details: The titled compound was prepared as the hydrochloride salt according to Method CB using the product of Example 1A (78 mg, 0.5 mmol) and 4-ethynyl-1-fluoro-2-methylbenzene (Aldrich, 67 mg, 0.5 mmol). 1H NMR (300 MHz, DMSO-d6) δ 1.96 (s, 3H), 7.38 (t, J=9.6 Hz, 1H), 7.62-7.75 (m, 2H), 7.80 (ddd, J=7.9, 5.4, 2.2 Hz, 1H), 7.89 (dd, J=6.9, 1.8 Hz, 1H), 8.42 (dt, J=8.1, 1.8, 1.6 Hz, 1H), 8.79 (dd, J=5.2, 1.6 Hz, 1H), 9.16 (d, J=2.4 Hz, 1H) ppm; MS (DCI/NH3) m/z 255 (M+H)+. Reactants: BrCCOCCBr, O=C([O-])[O-], [Cs+], [Cs+], [I-], CON(C)C(=O)c1cc(N)cc(S(F)(F)(F)(F)F)c1, [Na+], CN(C)C=O. Product: CON(C)C(=O)c1cc(N2CCOCC2)cc(S(F)(F)(F)(F)F)c1. As a reaction SMILES: [Br:28][CH2:29][CH2:30][O:31][CH2:32][CH2:33][Br:34].[C:20](=[O:21])([O-:22])[O-:23].[Cs+:24].[Cs+:25].[I-:27].[NH2:1][c:2]1[cH:3][c:4]([C:5](=[O:6])[N:7]([CH3:8])[O:9][CH3:10])[cH:11][c:12]([S:14]([F:15])([F:16])([F:17])([F:18])[F:19])[cH:13]1.[Na+:26].[O:35]=[CH:36][N:37]([CH3:38])[CH3:39]>>[N:1]1([c:2]2[cH:3][c:4]([C:5](=[O:6])[N:7]([CH3:8])[O:9][CH3:10])[cH:11][c:12]([S:14]([F:15])([F:16])([F:17])([F:18])[F:19])[cH:13]2)[CH2:29][CH2:30][O:31][CH2:32][CH2:33]1. The reactants are O=C(Nc1ccc2c(c1)CCNC2)c1ccccc1-c1ccc(C(F)(F)F)cc1, CC(=O)O, CO, C=Cc1ccccn1. Yields the product O=C(Nc1ccc2c(c1)CCN(CCc1ccccn1)C2)c1ccccc1-c1ccc(C(F)(F)F)cc1. Reaction SMILES: [CH2:1]1[NH:2][CH2:3][CH2:4][c:5]2[cH:6][c:7]([NH:11][C:12](=[O:13])[c:14]3[c:15](-[c:20]4[cH:21][cH:22][c:23]([C:26]([F:27])([F:28])[F:29])[cH:24][cH:25]4)[cH:16][cH:17][cH:18][cH:19]3)[cH:8][cH:9][c:10]21.[CH3:38][C:39](=[O:40])[OH:41].[CH3:42][OH:43].[CH:30](=[CH2:31])[c:32]1[n:33][cH:34][cH:35][cH:36][cH:37]1>>[CH2:1]1[N:2]([CH2:31][CH2:30][c:32]2[n:33][cH:34][cH:35][cH:36][cH:37]2)[CH2:3][CH2:4][c:5]2[cH:6][c:7]([NH:11][C:12](=[O:13])[c:14]3[c:15](-[c:20]4[cH:21][cH:22][c:23]([C:26]([F:27])([F:28])[F:29])[cH:24][cH:25]4)[cH:16][cH:17][cH:18][cH:19]3)[cH:8][cH:9][c:10]21. The reactants are O1C(C1)C1=C(C=C(C=C1)OS(=O)(=O)C)C(F)(F)F (Methanesulfonic acid 4-oxiranyl-3-trifluoromethyl-phenyl ester), C(C1=CC=CC=C1)N (benzylamine), CCOCC (Et2O). Run at time 4 hour. The product is C(C1=CC=CC=C1)NCC(O)C1=C(C=C(C=C1)OS(=O)(=O)C)C(F)(F)F (methanesulfonic acid 4-(2-benzylamino-1-hydroxy-ethyl)-3-trifluoromethyl-phenyl ester). Reaction SMILES: [O:1]1[CH2:3][CH:2]1[C:4]1[CH:9]=[CH:8][C:7]([O:10][S:11]([CH3:14])(=[O:13])=[O:12])=[CH:6][C:5]=1[C:15]([F:18])([F:17])[F:16].CCOCC.[CH2:24]([NH2:31])[C:25]1[CH:30]=[CH:29][CH:28]=[CH:27][CH:26]=1>>[CH2:24]([NH:31][CH2:3][CH:2]([C:4]1[CH:9]=[CH:8][C:7]([O:10][S:11]([CH3:14])(=[O:13])=[O:12])=[CH:6][C:5]=1[C:15]([F:18])([F:17])[F:16])[OH:1])[C:25]1[CH:30]=[CH:29][CH:28]=[CH:27][CH:26]=1. Procedure: Methanesulfonic acid 4-oxiranyl-3-trifluoromethyl-phenyl ester (23.54 g; 79.2 mmol) was dissolved in benzylamine (26 mL). The resulting mixture was stirrred at 80° C. for 4 h. After cooling to RT, Et2O was added and the mixture cooled to 0° C. The formed precipitate was collected by filtration, washed with Et2O, and dried under vacuum, at 40° C., to afford methanesulfonic acid 4-(2-benzylamino-1-hydroxy-ethyl)-3-trifluoromethyl-phenyl ester as a white solid (26.87 g) which was used as such.